From a dataset of the Open Reaction Database (ORD), a public repository of structured organic reaction records. describe an organic reaction: reactants, conditions, products, and yield Reactants: C[O-].[Na+] (sodium methoxide), ClC=1SC(=CN1)C#N (2-chloro-5-cyanothiazole), [Cl-].[NH4+] (ammonium chloride). Run in CO (methanol). Reaction conditions: time 15 minute. Product: Cl.ClC=1SC(=CN1)C(=N)N (2-chlorothiazol-5-formamidine hydrochloride). Isolated yield 159.6%. As a reaction SMILES: [Cl:1][C:2]1[S:3][C:4]([C:7]#[N:8])=[CH:5][N:6]=1.C[O-].[Na+].[Cl-].[NH4+:13]>CO>[ClH:1].[Cl:1][C:2]1[S:3][C:4]([C:7]([NH2:13])=[NH:8])=[CH:5][N:6]=1 |f:1.2,3.4,6.7|. Procedure details: 0.43 g 2-chloro-5-cyanothiazole was dissolved in 8 ml anhydrous methanol, and 0.16 g sodium methoxide was added, to carry out the reaction with stirring for 15 min; and then, 0.48 g ammonium chloride was added, to further carry out reaction in closed state for 24 hr; finally, the reaction product was filtered to remove insoluble matters, and the resultant filtrate was concentrated, and recrystallized from isopropanol to obtain 0.47 g a yellow crystalline solid (yield 79%). Reactants: F[B-](F)(F)F, CCN(C(C)C)C(C)C, O=C(O)c1cnoc1C1CC1, c1cncc(C2CCNC2)c1, CN(C)C=O, CN(C)C(On1nnc2ccccc21)=[N+](C)C. Yields the product O=C(c1cnoc1C1CC1)N1CCC(c2cccnc2)C1. Reaction SMILES: [B-:12]([F:13])([F:14])([F:15])[F:16].[CH2:34]([N:35]([CH:36]([CH3:37])[CH3:38])[CH:39]([CH3:40])[CH3:41])[CH3:42].[CH:43]1([c:46]2[c:47]([C:51](=[O:52])[OH:53])[cH:48][n:49][o:50]2)[CH2:44][CH2:45]1.[NH:1]1[CH2:2][CH:3]([c:6]2[cH:7][n:8][cH:9][cH:10][cH:11]2)[CH2:4][CH2:5]1.[O:54]=[CH:55][N:56]([CH3:57])[CH3:58].[n:17]1([O:18][C:19]([N:20]([CH3:21])[CH3:22])=[N+:23]([CH3:24])[CH3:25])[c:26]2[cH:27][cH:28][cH:29][cH:30][c:31]2[n:32][n:33]1>>[N:1]1([C:51]([c:47]2[c:46]([CH:43]3[CH2:44][CH2:45]3)[o:50][n:49][cH:48]2)=[O:52])[CH2:2][CH:3]([c:6]2[cH:7][n:8][cH:9][cH:10][cH:11]2)[CH2:4][CH2:5]1. Starting materials: NC(=O)CCC(=O)NBr, O=C(OOC(=O)c1ccccc1)c1ccccc1, ClC(Cl)(Cl)Cl, COC(=O)c1c(C)cccc1Cl. Product: COC(=O)c1c(Cl)cccc1CBr. As a reaction SMILES: [Br:13][NH:14][C:15](=[O:16])[CH2:17][CH2:18][C:19]([NH2:20])=[O:21].[C:22]([O:23][O:24][C:25](=[O:26])[c:27]1[cH:28][cH:29][cH:30][cH:31][cH:32]1)(=[O:33])[c:34]1[cH:35][cH:36][cH:37][cH:38][cH:39]1.[C:40]([Cl:41])([Cl:42])([Cl:43])[Cl:44].[CH3:1][O:2][C:3]([c:4]1[c:5]([Cl:11])[cH:6][cH:7][cH:8][c:9]1[CH3:10])=[O:12]>>[CH3:1][O:2][C:3]([c:4]1[c:5]([Cl:11])[cH:6][cH:7][cH:8][c:9]1[CH2:10][Br:13])=[O:12]. The reactants are starting compound, C(C=1C(O)=CC=CC1)=O (salicylaldehyde), C([O-])([O-])=O.[K+].[K+] (potassium carbonate), CN(C=O)C (dimethylformamide), ClCC(=O)OC (methyl chloroacetate). Run in O (water). Conditions: temperature 65 celsius, time 24 hour. Product: C(=O)C1=C(OCC(=O)OC)C=CC=C1 (Methyl o-formylphenoxyacetate). RXN SMILES: [CH:1](=[O:9])[C:2]1[C:3](=[CH:5][CH:6]=[CH:7][CH:8]=1)[OH:4].C(=O)([O-])[O-].[K+].[K+].CN(C)C=O.Cl[CH2:22][C:23]([O:25][CH3:26])=[O:24]>O>[CH:1]([C:2]1[CH:8]=[CH:7][CH:6]=[CH:5][C:3]=1[O:4][CH2:22][C:23]([O:25][CH3:26])=[O:24])=[O:9] |f:1.2.3|. Reported procedure: 2. Approximately 509 g of the starting compound, salicylaldehyde (1) was introduced into a 4-liter Erlenmeyer flask with powdered potassium carbonate (569 g), dimethylformamide (1,000 ml), and methyl chloroacetate (478 g) and mechanically stirred at 65° C. for about 24 hours. The stirring was stopped and the reaction mixture cooled to 25° C. The mixture was poured into cold water (0° C.) while stirring vigorously. An oil separated that suddenly solidified. Stirring was continued for 30 minutes a... The reactants are [Li]CCCC, CN(C)S(=O)(=O)n1cccn1, CCCCCC, ClC(Cl)(Cl)C(Cl)(Cl)Cl, C1CCOC1. Yields the product CN(C)S(=O)(=O)n1ccc(Cl)n1. RXN SMILES: [CH2:12]([Li:13])[CH2:14][CH2:15][CH3:16].[CH3:1][N:2]([S:3](=[O:4])(=[O:5])[n:6]1[n:7][cH:8][cH:9][cH:10]1)[CH3:11].[CH3:25][CH2:26][CH2:27][CH2:28][CH2:29][CH3:30].[Cl:17][C:18]([C:19]([Cl:20])([Cl:21])[Cl:22])([Cl:23])[Cl:24].[O:31]1[CH2:32][CH2:33][CH2:34][CH2:35]1>>[CH3:1][N:2]([S:3](=[O:4])(=[O:5])[n:6]1[n:7][c:8]([Cl:17])[cH:9][cH:10]1)[CH3:11].